The task is: describe an organic reaction: reactants, conditions, products, and yield. This data is from the Open Reaction Database (ORD), a public repository of structured organic reaction records. Procedure details: The title compounds were prepared as described for the synthesis of EXAMPLES 57-58 starting from 5-[(1R)-1-hydroxy-2-(piperazin-1-yl)ethyl]-4-methyl-2-benzofuran-1(3H)-one and 5-(oxiran-2-yl)-2,1,3-benzoxadiazole. The resulting two diastereomers were resolved by prep SFC on Chiralcel OJ 30×200 mm column eluting with 70 mL/min of 30% methanol (0.2% DEA)/CO2 at 35° C. with pressure of 100 bar. RXN SMILES: [OH:1][C@H:2]([C:10]1[CH:19]=[CH:18][C:13]2[C:14](=[O:17])[O:15][CH2:16][C:12]=2[C:11]=1[CH3:20])[CH2:3][N:4]1[CH2:9][CH2:8][NH:7][CH2:6][CH2:5]1.[O:21]1[CH2:23][CH:22]1[C:24]1[CH:32]=[CH:31][C:27]2=[N:28][O:29][N:30]=[C:26]2[CH:25]=1>>[N:28]1[O:29][N:30]=[C:26]2[CH:25]=[C:24]([C@@H:22]([OH:21])[CH2:23][N:7]3[CH2:8][CH2:9][N:4]([CH2:3][C@@H:2]([C:10]4[CH:19]=[CH:18][C:13]5[C:14](=[O:17])[O:15][CH2:16][C:12]=5[C:11]=4[CH3:20])[OH:1])[CH2:5][CH2:6]3)[CH:32]=[CH:31][C:27]=12. Starting materials: O[C@@H](CN1CCNCC1)C1=C(C2=C(C(OC2)=O)C=C1)C (5-[(1R)-1-hydroxy-2-(piperazin-1-yl)ethyl]-4-methyl-2-benzofuran-1(3H)-one), O1C(C1)C1=CC=2C(=NON2)C=C1 (5-(oxiran-2-yl)-2,1,3-benzoxadiazole). Yields the product N=1ON=C2C1C=CC(=C2)[C@H](CN2CCN(CC2)C[C@H](O)C2=C(C1=C(C(OC1)=O)C=C2)C)O (5-[(1R)-2-{4-[(2R)-2-(2,1,3-benzoxadiazol-5-yl)-2-hydroxyethyl]piperazin-1-yl}-1-hydroxyethyl]-4-methyl-2-benzofuran-1(3H)-one). Starting materials: ClC=1C(=NC(=NC1)I)I (5-chloro-2,4-diiodopyrimidine), [S-]C#N.[K+] (potassium thiocyanate). Solvent: C(=O)O (formic acid). Product: ClC=1C(=NC(=NC1)I)SC#N (5-chloro-2-iodo-4-thiocyanopyrimidine). The yield is 62.5%. RXN SMILES: [Cl:1][C:2]1[C:3](I)=[N:4][C:5]([I:8])=[N:6][CH:7]=1.[S-:10][C:11]#[N:12].[K+]>C(O)=O>[Cl:1][C:2]1[C:3]([S:10][C:11]#[N:12])=[N:4][C:5]([I:8])=[N:6][CH:7]=1 |f:1.2|. Procedure details: In 100 ml of formic acid, a reaction of 18.4 g of 5-chloro-2,4-diiodopyrimidine and 6.0 g of potassium thiocyanate was conducted at 60° C. for 1 hour in a similar manner as Synthesis Example 1. Then, the reaction mixture was treated in a similar procedure as Synthesis Example 1, there was obtained a 62.5% yield of 5-chloro-2-iodo-4-thiocyanopyrimidine, m.p. 183°-186° C. Starting materials: ClC=1C=CC(=C(C1)C1=CC(N(C=C1OCC)C(C(=O)O)C)=O)C#N (2-[4-(5-chloro-2-cyanophenyl)-5-ethoxy-2-oxopyridin-1(2H)-yl]propanoic acid), NC1=CC=C(C(=O)OC(C)(C)C)C=C1 (tert-butyl 4-aminobenzoate). The product is ClC=1C=CC(=C(C1)C1=CC(N(C=C1OCC)C(C(=O)NC1=CC=C(C(=O)OC(C)(C)C)C=C1)C)=O)C#N (tert-Butyl 4-({2-[4-(5-chloro-2-cyanophenyl)-5-ethoxy-2-oxopyridin-1(2H)-yl]propanoyl}amino)benzoate). Reaction SMILES: [Cl:1][C:2]1[CH:3]=[CH:4][C:5]([C:23]#[N:24])=[C:6]([C:8]2[C:13]([O:14][CH2:15][CH3:16])=[CH:12][N:11]([CH:17]([CH3:21])[C:18](O)=[O:19])[C:10](=[O:22])[CH:9]=2)[CH:7]=1.[NH2:25][C:26]1[CH:38]=[CH:37][C:29]([C:30]([O:32][C:33]([CH3:36])([CH3:35])[CH3:34])=[O:31])=[CH:28][CH:27]=1>>[Cl:1][C:2]1[CH:3]=[CH:4][C:5]([C:23]#[N:24])=[C:6]([C:8]2[C:13]([O:14][CH2:15][CH3:16])=[CH:12][N:11]([CH:17]([CH3:21])[C:18]([NH:25][C:26]3[CH:38]=[CH:37][C:29]([C:30]([O:32][C:33]([CH3:34])([CH3:35])[CH3:36])=[O:31])=[CH:28][CH:27]=3)=[O:19])[C:10](=[O:22])[CH:9]=2)[CH:7]=1. Procedure: 89 mg (purity 86%, 0.22 mmol) of 2-[4-(5-chloro-2-cyanophenyl)-5-ethoxy-2-oxopyridin-1(2H)-yl]propanoic acid (racemate) and 47 mg (0.24 mmol, 1.1 eq.) of tert-butyl 4-aminobenzoate were reacted according to General Method 5A. Yield: 32 mg (purity 89%, 25% of theory) Starting materials: N#Cc1c(OCC(F)(F)F)nc(CCOC2CCCCO2)nc1N1CCc2ccccc2CC1, CO, Cl. The product is N#Cc1c(OCC(F)(F)F)nc(CCO)nc1N1CCc2ccccc2CC1. Reaction SMILES: [CH2:1]1[CH2:2][N:3]([c:12]2[n:13][c:14]([CH2:26][CH2:27][O:28][CH:29]3[CH2:30][CH2:31][CH2:32][CH2:33][O:34]3)[n:15][c:16]([O:20][CH2:21][C:22]([F:23])([F:24])[F:25])[c:17]2[C:18]#[N:19])[CH2:4][CH2:5][c:6]2[c:7]1[cH:8][cH:9][cH:10][cH:11]2.[CH3:36][OH:37].[ClH:35]>>[CH2:1]1[CH2:2][N:3]([c:12]2[n:13][c:14]([CH2:26][CH2:27][OH:28])[n:15][c:16]([O:20][CH2:21][C:22]([F:23])([F:24])[F:25])[c:17]2[C:18]#[N:19])[CH2:4][CH2:5][c:6]2[c:7]1[cH:8][cH:9][cH:10][cH:11]2. The reactants are FC=1C=C(OCN2CCCC2)C=C(C1)F (1-(3,5-difluoro-phenoxymethyl)-pyrrolidine), O1CCCC1 (tetrahydrofuran), C(CCC)[Li] (butyllithium), CN(CCN(C)C)C (N,N,N′,N′-tetramethylethylenediamine). The solvent is CN(C=O)C (dimethylformamide). Run at time 60 minute. The product is FC1=C(C=O)C(=CC(=C1)OCCN1CCCC1)F (2,6-difluoro-4-(pyrrolidin-1-yl ethoxy)-benzaldehyde). The yield is 94.0%. As a reaction SMILES: [F:1][C:2]1[CH:3]=[C:4]([CH:12]=[C:13]([F:15])[CH:14]=1)[O:5][CH2:6]N1CCCC1.[O:16]1[CH2:20]CCC1.[CH2:21]([Li])[CH2:22][CH2:23][CH3:24].[CH3:26][N:27](C)CCN(C)C>CN(C)C=O>[F:15][C:13]1[CH:12]=[C:4]([O:5][CH2:6][CH2:26][N:27]2[CH2:24][CH2:23][CH2:22][CH2:21]2)[CH:3]=[C:2]([F:1])[C:14]=1[CH:20]=[O:16]. Procedure: Cool a mixture of 1-(3,5-difluoro-phenoxymethyl)-pyrrolidine (0.1 g) and dry tetrahydrofuran (5 mL) to −78° C. under a nitrogen atmosphere. Add butyllithium (0.29 mL, 1.6 M in tetrahydrofuran) and N,N,N′,N′-tetramethylethylenediamine (0.5 mL) and stir for 30 minutes. Then, add dimethylformamide (0.07 mL) and stir at room temperature for 60 minutes. Quench by pouring the reaction mixture into a mixture of cold saturated aqueous ammonium chloride and ethyl acetate. Separate the layers, wash the or... The reactants are CCO, Cn1ccc2cc([N+](=O)[O-])ccc21. Product: Cn1ccc2cc(N)ccc21. Reaction SMILES: [CH3:14][CH2:15][OH:16].[CH3:1][n:2]1[cH:3][cH:4][c:5]2[cH:6][c:7]([N+:11]([O-:12])=[O:13])[cH:8][cH:9][c:10]12>>[CH3:1][n:2]1[cH:3][cH:4][c:5]2[cH:6][c:7]([NH2:11])[cH:8][cH:9][c:10]12. Starting materials: [Cl-].[NH4+] (ammonium chloride), BrC1=C(C=CC=C1)OC (2-Bromoanisole), CCCCCC.C(CCC)[Li] (n-butyl lithium hexane), C(C)(C)(C)OC(=O)N1CCC(CC1)=O (1-t-butoxycarbonyl-4-piperidone). Solvent: O1CCCC1 (tetrahydrofuran), O1CCCC1 (tetrahydrofuran). Run at time 20 minute. Product: C(C)(C)(C)OC(=O)N1CCC(CC1)(C1=C(C=CC=C1)OC)O (1-t-Butoxycarbonyl-4-hydroxy-4-(2-methoxyphenyl)piperidine). Yield: 62.7%. RXN SMILES: Br[C:2]1[CH:7]=[CH:6][CH:5]=[CH:4][C:3]=1[O:8][CH3:9].CCCCCC.C([Li])CCC.[C:21]([O:25][C:26]([N:28]1[CH2:33][CH2:32][C:31](=[O:34])[CH2:30][CH2:29]1)=[O:27])([CH3:24])([CH3:23])[CH3:22].[Cl-].[NH4+]>O1CCCC1>[C:21]([O:25][C:26]([N:28]1[CH2:33][CH2:32][C:31]([OH:34])([C:2]2[CH:7]=[CH:6][CH:5]=[CH:4][C:3]=2[O:8][CH3:9])[CH2:30][CH2:29]1)=[O:27])([CH3:24])([CH3:22])[CH3:23] |f:1.2,4.5|. Reported procedure: 2-Bromoanisole (5.0 g, 27 mmol) was dissolved in anhydrous tetrahydrofuran (60 ml) to which, while stirring, was subsequently added dropwise n-butyl lithium hexane solution (17 ml, 27 mmol) spending 20 minutes at −78° C. in an atmosphere of argon. After additional 30 minutes of stirring, to this was added dropwise anhydrous tetrahydrofuran solution (40 ml) of 1-t-butoxycarbonyl-4-piperidone (5.3 g, 27 mmol) spending 40 minutes. After additional 3.5 hours of stirring, to this was added saturated ... The reactants are C(CCC)[Li] (n-butyllithium), ClC1=C2C(=NC=C1)N(C=C2)COCC[Si](C)(C)C (4-Chloro-1-(2-trimethylsilanyl-ethoxymethyl)-1H-pyrrolo[2,3-b]pyridine), II (iodine). Solvent: O1CCCC1 (tetrahydrofuran), O1CCCC1 (tetrahydrofuran). Reaction conditions: temperature -78 celsius, time 1 hour. The product is ClC1=C2C(=NC=C1)N(C(=C2)I)COCC[Si](C)(C)C (4-chloro-2-iodo-1-(2-trimethylsilanyl-ethoxymethyl)-1H-pyrrolo[2,3-b]pyridine). The yield is 99.9%. Reaction SMILES: [Cl:1][C:2]1[CH:7]=[CH:6][N:5]=[C:4]2[N:8]([CH2:11][O:12][CH2:13][CH2:14][Si:15]([CH3:18])([CH3:17])[CH3:16])[CH:9]=[CH:10][C:3]=12.C([Li])CCC.[I:24]I>O1CCCC1>[Cl:1][C:2]1[CH:7]=[CH:6][N:5]=[C:4]2[N:8]([CH2:11][O:12][CH2:13][CH2:14][Si:15]([CH3:18])([CH3:17])[CH3:16])[C:9]([I:24])=[CH:10][C:3]=12. Procedure details: 4-Chloro-1-(2-trimethylsilanyl-ethoxymethyl)-1H-pyrrolo[2,3-b]pyridine (235 mg, 0.831 mmol) was dissolved in tetrahydrofuran (3 mL) under nitrogen atmosphere. After cooling to −78° C., n-butyllithium (0.675 mL, 1.080 mmol, 1.6 M hexane solution) was slowly added dropwise. The resulting mixture was stirred for 1 hour. After adding a solution of iodine (253 mg, 0.997 mmol) in tetrahydrofuran (2 mL), the mixture was slowly heated to room temperature. One hour later, the mixture was extracted with d...